Dataset: the Open Reaction Database (ORD), a public repository of structured organic reaction records. Task: describe an organic reaction: reactants, conditions, products, and yield Starting materials: O(C1=CC=CC=C1)CC=1OC2=C(C1)C=C(C=C2)C#N (2-phenoxymethyl-benzofuran-5-carbonitrile), [H-].[Al+3].[Li+].[H-].[H-].[H-] (lithium aluminum hydride), ice water. The solvent is O1CCCC1 (tetrahydrofuran), O1CCCC1 (tetrahydrofuran). Reaction conditions: time 45 minute. The product is O(C1=CC=CC=C1)CC=1OC2=C(C1)C=C(C=C2)CN (C-(2-phenoxymethyl-benzofuran-5-yl)-methylamine). Isolated yield 47.4%. RXN SMILES: [O:1]([CH2:8][C:9]1[O:10][C:11]2[CH:17]=[CH:16][C:15]([C:18]#[N:19])=[CH:14][C:12]=2[CH:13]=1)[C:2]1[CH:7]=[CH:6][CH:5]=[CH:4][CH:3]=1.[H-].[Al+3].[Li+].[H-].[H-].[H-]>O1CCCC1>[O:1]([CH2:8][C:9]1[O:10][C:11]2[CH:17]=[CH:16][C:15]([CH2:18][NH2:19])=[CH:14][C:12]=2[CH:13]=1)[C:2]1[CH:7]=[CH:6][CH:5]=[CH:4][CH:3]=1 |f:1.2.3.4.5.6|. Procedure details: A tetrahydrofuran (1 mL) solution of 2-phenoxymethyl-benzofuran-5-carbonitrile (25 mg, 0.1 mmol) described in Production Example 75-1-2 was dropped into a tetrahydrofuran (5 mL) suspension of lithium aluminum hydride (19 mg, 0.5 mmol). This mixture was stirred at room temperature for 3 hours and 45 minutes. After adding ice water to the reaction mixture and stirring, insoluble matter was filtered out through Celite followed by rinsing with ethyl acetate. The organic layer was separated followed ... Starting materials: CCCCO, Clc1ccnc(Cl)n1, NCCCO, O. The product is OCCCNc1ccnc(Cl)n1. As a reaction SMILES: [CH2:9]([OH:10])[CH2:11][CH2:12][CH3:13].[Cl:1][c:2]1[n:3][cH:4][cH:5][c:6]([Cl:8])[n:7]1.[NH2:14][CH2:15][CH2:16][CH2:17][OH:18].[OH2:19]>>[Cl:1][c:2]1[n:3][cH:4][cH:5][c:6]([NH:14][CH2:15][CH2:16][CH2:17][OH:18])[n:7]1. Reactants: CI (methyl iodide), S1N=C(C=N1)C=1C=NC=CC1 (3-(1,2,5-thiadiazol-3-yl)pyridine). Solvent: CC(=O)C (acetone). Reaction conditions: time 18 hour. Product: [I-].S1N=C(C=N1)C=1C=[N+](C=CC1)C (3-(1,2,5-thiadiazol-3-yl)-1-methylpyridinium iodide). As a reaction SMILES: [CH3:1][I:2].[S:3]1[N:7]=[CH:6][C:5]([C:8]2[CH:9]=[N:10][CH:11]=[CH:12][CH:13]=2)=[N:4]1>CC(C)=O>[I-:2].[S:3]1[N:7]=[CH:6][C:5]([C:8]2[CH:9]=[N+:10]([CH3:1])[CH:11]=[CH:12][CH:13]=2)=[N:4]1 |f:3.4|. Procedure: A mixture of methyl iodide (1 ml, 15 mmol) and 3-(1,2,5-thiadiazol-3-yl)pyridine (6 mmol) in acetone (5 ml) was stirred at room temperature for 18 h. The title compound precipitated from the solution and was collected by filtration to yield 1.2 g (74%).